Dataset: the Open Reaction Database (ORD), a public repository of structured organic reaction records. Task: describe an organic reaction: reactants, conditions, products, and yield Yields the product Clc1ncc(Br)c(Nc2cc(C3CC3)[nH]n2)n1. RXN SMILES: [Br:1][c:2]1[c:3]([Cl:9])[n:4][c:5]([Cl:8])[n:6][cH:7]1.[CH2:28]([OH:29])[CH2:30][CH2:31][CH3:32].[CH:10]1([c:13]2[cH:14][c:15]([NH2:18])[n:16][nH:17]2)[CH2:11][CH2:12]1.[CH:19]([N:20]([CH:21]([CH3:22])[CH3:23])[CH2:24][CH3:25])([CH3:26])[CH3:27]>>[Br:1][c:2]1[c:3]([NH:18][c:15]2[cH:14][c:13]([CH:10]3[CH2:11][CH2:12]3)[nH:17][n:16]2)[n:4][c:5]([Cl:8])[n:6][cH:7]1. Starting materials: Clc1ncc(Br)c(Cl)n1, CCCCO, Nc1cc(C2CC2)[nH]n1, CCN(C(C)C)C(C)C. Reactants: C(C)NC1=C(C=CC(=C1)OC)C1CC2=CC=C(C=C2CC1)OC (ethyl[5-methoxy-2-(6-methoxy-1,2,3,4-tetrahydronaphthalen-2-yl)phenyl]amine), C([O-])(O)=O.[Na+] (sodium bicarbonate), C(C)(C)N(C(C)C)CC (N,N-diisopropylethylamine), C(C1=CC=CC=C1)(=O)Cl (benzoyl chloride). Yields the product C(C)N(C(C1=CC=CC=C1)=O)C1=C(C=CC(=C1)OC)C1CC2=CC=C(C=C2CC1)OC (N-Ethyl-N-[5-methoxy-2-(6-methoxy-1,2,3,4-tetrahydronaphthalen-2-yl)phenyl]benzamide). As a reaction SMILES: [CH2:1]([NH:3][C:4]1[CH:9]=[C:8]([O:10][CH3:11])[CH:7]=[CH:6][C:5]=1[CH:12]1[CH2:21][CH2:20][C:19]2[C:14](=[CH:15][CH:16]=[C:17]([O:22][CH3:23])[CH:18]=2)[CH2:13]1)[CH3:2].C(N(CC)C(C)C)(C)C.[C:33](Cl)(=[O:40])[C:34]1[CH:39]=[CH:38][CH:37]=[CH:36][CH:35]=1.C(=O)(O)[O-].[Na+]>O1CCOCC1>[CH2:1]([N:3]([C:4]1[CH:9]=[C:8]([O:10][CH3:11])[CH:7]=[CH:6][C:5]=1[CH:12]1[CH2:21][CH2:20][C:19]2[C:14](=[CH:15][CH:16]=[C:17]([O:22][CH3:23])[CH:18]=2)[CH2:13]1)[C:33](=[O:40])[C:34]1[CH:39]=[CH:38][CH:37]=[CH:36][CH:35]=1)[CH3:2] |f:3.4|. Procedure details: To a solution of ethyl[5-methoxy-2-(6-methoxy-1,2,3,4-tetrahydronaphthalen-2-yl)phenyl]amine (100 mg) in 1,4-dioxane (3 ml) were sequentially added N,N-diisopropylethylamine (0.34 ml) and benzoyl chloride (0.05 ml), and the solution was stirred for 1 hour at 100° C. The solution was let to cool down, then a saturated aqueous solution of sodium bicarbonate was added thereto, the soution was extracted with ethyl acetate, then sequentially washed with an aqueous solution of 10% citric acid and brin... Conditions: temperature 100 celsius, time 1 hour. The solvent is O1CCOCC1 (1,4-dioxane). Reactants: [OH-].[Na+] (NaOH), C(C)C1=C(C(=O)O)C=CC=C1OCC1CCCCC1 (Ethyl 3-cyclohexylmethoxy benzoic acid), Cl (HCl). The solvent is C1CCOC1 (THF), C(C)O (ethanol). Conditions: temperature 20 celsius, time 8 hour. The product is C1(CCCCC1)COC=1C=C(C(=O)O)C=CC1 (3-Cyclohexylmethoxy-benzoic acid). Isolated yield 101.9%. As a reaction SMILES: C([C:3]1[C:11]([O:12][CH2:13][CH:14]2[CH2:19][CH2:18][CH2:17][CH2:16][CH2:15]2)=[CH:10][CH:9]=[CH:8][C:4]=1[C:5]([OH:7])=[O:6])C.[OH-].[Na+].Cl>C(O)C.C1COCC1>[CH:14]1([CH2:13][O:12][C:11]2[CH:3]=[C:4]([CH:8]=[CH:9][CH:10]=2)[C:5]([OH:7])=[O:6])[CH2:15][CH2:16][CH2:17][CH2:18][CH2:19]1 |f:1.2|. Procedure: Ethyl 3-cyclohexylmethoxy benzoic acid (1.8 g, 6.7 mmol) was dissolved in ethanol (50 ml) and THF (50 ml), were upon NaOH (4 N, 10 ml) was added, and the solution was stirred overnight at 20° C. To the reaction mixture was added HCl (2 N, 200 ml), and the resulting solution was extracted with DCM (3×100 ml). The combined organic extracts were washed with water (100 ml), dried (MgSO4) and evaporated to give 1.6 g of the title compound. LC-MS (m/z): 236 (M+2).